From a dataset of the Open Reaction Database (ORD), a public repository of structured organic reaction records. describe an organic reaction: reactants, conditions, products, and yield Reactants: O=C1NC(=O)c2ccccc21, Cc1cc(CCO)n(Cc2ccccc2)n1, [H-], [K], [Na+], CN(C)C=O. The product is Cc1cc(CCN2C(=O)c3ccccc3C2=O)n(Cc2ccccc2)n1. RXN SMILES: [C:19]1(=[O:29])[c:20]2[c:21]([cH:25][cH:26][cH:27][cH:28]2)[C:22](=[O:24])[NH:23]1.[CH2:1]([c:2]1[cH:3][cH:4][cH:5][cH:6][cH:7]1)[n:8]1[n:9][c:10]([CH3:16])[cH:11][c:12]1[CH2:13][CH2:14][OH:15].[H-:17].[K:30].[Na+:18].[O:31]=[CH:32][N:33]([CH3:34])[CH3:35]>>[CH2:1]([c:2]1[cH:3][cH:4][cH:5][cH:6][cH:7]1)[n:8]1[n:9][c:10]([CH3:16])[cH:11][c:12]1[CH2:13][CH2:14][N:23]1[C:19](=[O:29])[c:20]2[c:21]([cH:25][cH:26][cH:27][cH:28]2)[C:22]1=[O:24].